Dataset: the Open Reaction Database (ORD), a public repository of structured organic reaction records. Task: describe an organic reaction: reactants, conditions, products, and yield Solvent: N1=CC=CC=C1 (pyridine). Product: FC1C(NC2=C(C(=N1)C1=CC=CC=C1)C=C(C=C2)Cl)=O (3-fluoro-5-phenyl-7-chloro-2,3-dihydro-1H-1,4-benzodiazepin-2-one). Reactants: NC(C(=O)NC1=C(C(=O)C2=CC=CC=C2)C=C(C=C1)Cl)F (2-(α-amino-α-fluoroacetamido)-5-chlorobenzophenone), BrC(C(=O)NC1=C(C(=O)C2=CC=CC=C2)C=C(C=C1)Cl)F (2-(α-bromo-α-fluoroacetamido)-5-chlorobenzophenone), N (NH3). As a reaction SMILES: [NH2:1][CH:2]([F:21])[C:3]([NH:5][C:6]1[CH:19]=[CH:18][C:17]([Cl:20])=[CH:16][C:7]=1[C:8]([C:10]1[CH:15]=[CH:14][CH:13]=[CH:12][CH:11]=1)=O)=[O:4].BrC(F)C(NC1C=CC(Cl)=CC=1C(C1C=CC=CC=1)=O)=O.N>N1C=CC=CC=1>[F:21][CH:2]1[N:1]=[C:8]([C:10]2[CH:15]=[CH:14][CH:13]=[CH:12][CH:11]=2)[C:7]2[CH:16]=[C:17]([Cl:20])[CH:18]=[CH:19][C:6]=2[NH:5][C:3]1=[O:4]. Reported procedure: A solution of 3.07 g. of 2-(α-amino-α-fluoroacetamido)-5-chlorobenzophenone, obtainable from 2-(α-bromo-α-fluoroacetamido)-5-chlorobenzophenone and liquid NH3, in 35 ml. of pyridine is boiled for 2 hours and evaporated. Working up in the customary manner gives 3-fluoro-5-phenyl-7-chloro-2,3-dihydro-1H-1,4-benzodiazepin-2-one, m.p. 235° (decomposition). Reactants: CN(C(=O)OC(C)(C)C)C1CCCN(c2ccc(C(F)(F)F)cc2[N+](=O)[O-])C1, CO, [Pd]. Yields the product CN(C(=O)OC(C)(C)C)C1CCCN(c2ccc(C(F)(F)F)cc2N)C1. RXN SMILES: [CH3:1][N:2]([C:3]([O:4][C:5]([CH3:6])([CH3:7])[CH3:8])=[O:9])[CH:10]1[CH2:11][N:12]([c:16]2[c:17]([N+:26]([O-:27])=[O:28])[cH:18][c:19]([C:22]([F:23])([F:24])[F:25])[cH:20][cH:21]2)[CH2:13][CH2:14][CH2:15]1.[CH3:30][OH:31].[Pd:29]>>[CH3:1][N:2]([C:3]([O:4][C:5]([CH3:6])([CH3:7])[CH3:8])=[O:9])[CH:10]1[CH2:11][N:12]([c:16]2[c:17]([NH2:26])[cH:18][c:19]([C:22]([F:23])([F:24])[F:25])[cH:20][cH:21]2)[CH2:13][CH2:14][CH2:15]1. Starting materials: C(C)OC(=O)C1C(C1)C1=NC2=C(N1)C=CC(=C2)C(=O)N2C1CC(CC(C2)(C1)C)(C)C (2-[5-(1,3,3-trimethyl-6-aza-bicyclo[3.2.1]octane-6-carbonyl)-1H-benzimidazol-2-yl]-cyclopropanecarboxylic acid ethyl ester), [OH-].[Na+] (NaOH). Run in C(C)O (ethanol). Conditions: temperature 50 celsius, time 16 hour. Yields the product CC12CC(CC(N(C1)C(=O)C1=CC3=C(NC(=N3)C3C(C3)C(=O)O)C=C1)C2)(C)C (2-[5-(1,3,3-Trimethyl-6-aza-bicyclo[3.2.1]octane-6-carbonyl)-1H-benzimidazol-2-yl]-cyclopropanecarboxylic Acid). Isolated yield 87.4%. RXN SMILES: C([O:3][C:4]([CH:6]1[CH2:8][CH:7]1[C:9]1[NH:13][C:12]2[CH:14]=[CH:15][C:16]([C:18]([N:20]3[CH2:26][C:25]4([CH3:28])[CH2:27][CH:21]3[CH2:22][C:23]([CH3:30])([CH3:29])[CH2:24]4)=[O:19])=[CH:17][C:11]=2[N:10]=1)=[O:5])C.[OH-].[Na+]>C(O)C>[CH3:28][C:25]12[CH2:27][CH:21]([N:20]([C:18]([C:16]3[CH:15]=[CH:14][C:12]4[NH:13][C:9]([CH:7]5[CH2:8][CH:6]5[C:4]([OH:5])=[O:3])=[N:10][C:11]=4[CH:17]=3)=[O:19])[CH2:26]1)[CH2:22][C:23]([CH3:30])([CH3:29])[CH2:24]2 |f:1.2|. Reported procedure: To a solution of 2-[5-(1,3,3-trimethyl-6-aza-bicyclo[3.2.1]octane-6-carbonyl)-1H-benzimidazol-2-yl]-cyclopropanecarboxylic acid ethyl ester (60 mg, 0.147 mmol) in 96% ethanol (3 mL) at room temperature under an inert atmosphere of nitrogen was added 1N NaOH (aq) (0.36 mL, 0.36 mmol). The mixture was stirred for 16 hrs at 50° C. The reaction was quenched by the addition of water (3 mL) and acidified to pH 2 with 1N HCl followed by extraction with diethyl ether (2×5 mL). The combined organic phase... Starting materials: BrBr, CC(=O)O, CC(C)n1cnc2cc(N)ccc21. Yields the product CC(C)n1cnc2c(Br)c(N)ccc21. Reaction SMILES: [Br:14][Br:15].[C:16]([OH:17])(=[O:18])[CH3:19].[CH:1]([CH3:2])([CH3:3])[n:4]1[cH:5][n:6][c:7]2[c:8]1[cH:9][cH:10][c:11]([NH2:13])[cH:12]2>>[CH:1]([CH3:2])([CH3:3])[n:4]1[cH:5][n:6][c:7]2[c:8]1[cH:9][cH:10][c:11]([NH2:13])[c:12]2[Br:14].